Dataset: the Open Reaction Database (ORD), a public repository of structured organic reaction records. Task: describe an organic reaction: reactants, conditions, products, and yield The reactants are CC1(C)C=Cc2c([N+](=O)[O-])ccc(C#N)c2O1, CCOC(C)=O, [K+], [K+], O=C([O-])[O-]. The product is CC1(C)C=Cc2c(N)ccc(C#N)c2O1. As a reaction SMILES: [CH3:1][C:2]1([CH3:17])[O:3][c:4]2[c:5]([C:15]#[N:16])[cH:6][cH:7][c:8]([N+:12]([O-:13])=[O:14])[c:9]2[CH:10]=[CH:11]1.[CH3:24][CH2:25][O:26][C:27]([CH3:28])=[O:29].[K+:18].[K+:19].[O-:20][C:21]([O-:22])=[O:23]>>[CH3:1][C:2]1([CH3:17])[O:3][c:4]2[c:5]([C:15]#[N:16])[cH:6][cH:7][c:8]([NH2:12])[c:9]2[CH:10]=[CH:11]1.